The task is: describe an organic reaction: reactants, conditions, products, and yield. This data is from the Open Reaction Database (ORD), a public repository of structured organic reaction records. The reactants are [H-].[Na+] (sodium hydride), O1CCCC1 (tetrahydrofuran), C(C)OC(=O)C1=CC(=NN1)C (ethyl-3-methylpyrazole-5-carboxylate), O1CCCC1 (tetrahydrofuran), O (water). Conditions: time 2 hour. The product is C(C)OC(=O)C=1N(N=C(C1)C)C (2,5-dimethyl-2H-pyrazole-3-carboxylic acid ethyl ester). RXN SMILES: [CH2:1]([O:3][C:4]([C:6]1[NH:10][N:9]=[C:8]([CH3:11])[CH:7]=1)=[O:5])[CH3:2].[H-].[Na+].O.O1CCC[CH2:16]1>>[CH2:1]([O:3][C:4]([C:6]1[N:10]([CH3:16])[N:9]=[C:8]([CH3:11])[CH:7]=1)=[O:5])[CH3:2] |f:1.2|. Procedure: Dissolve ethyl-3-methylpyrazole-5-carboxylate (1.0893 g, 7.07 mmol) in 10 mL tetrahydrofuran and add it dropwise to a suspension of sodium hydride (60%) (377.6 mg, 9.44 mmol) in 10 mL tetrahydrofuran. After 2 hours, quench the reaction with methyl iodide (excess) and stir for an additional 2 hours. Add water to the reaction and remove the tetrahydrofuran in vacuo. Partition the residue between ethyl acetate and brine. Dry the organic layer with magnesium sulfate. Filter and remove the solvent in...